describe an organic reaction: reactants, conditions, products, and yield From a dataset of the Open Reaction Database (ORD), a public repository of structured organic reaction records. Reactants: C(C)C1=CC(=C(NC1=O)C)C1=CC=C(S1)S(=O)(=O)Cl (5-(5-Ethyl-2-methyl-6-oxo-1,6-dihydropyridin-3-yl)thiophene-2-sulfonyl chloride), N1(CCOCC1)C(CN)C=1C=NC=CC1 (2-(morpholin-4-yl)-2-(pyridin-3-yl)ethylamine). The product is Cl.Cl.N1(CCOCC1)C(CNS(=O)(=O)C=1SC(=CC1)C1=C(NC(C(=C1)CC)=O)C)C=1C=NC=CC1 (5-[5-Ethyl-2-methyl-6-oxo-1,6-dihydropyridin-3-yl]thiophene-2-sulfonic acid 2-(morpholin-4-yl)-2-(pyridin-3-yl)ethylamide dihydrochloride). Isolated yield 55.0%. As a reaction SMILES: [CH2:1]([C:3]1[C:8](=[O:9])[NH:7][C:6]([CH3:10])=[C:5]([C:11]2[S:15][C:14]([S:16]([Cl:19])(=[O:18])=[O:17])=[CH:13][CH:12]=2)[CH:4]=1)[CH3:2].[N:20]1([CH:26]([C:29]2[CH:30]=[N:31][CH:32]=[CH:33][CH:34]=2)[CH2:27][NH2:28])[CH2:25][CH2:24][O:23][CH2:22][CH2:21]1>>[ClH:19].[ClH:19].[N:20]1([CH:26]([C:29]2[CH:30]=[N:31][CH:32]=[CH:33][CH:34]=2)[CH2:27][NH:28][S:16]([C:14]2[S:15][C:11]([C:5]3[CH:4]=[C:3]([CH2:1][CH3:2])[C:8](=[O:9])[NH:7][C:6]=3[CH3:10])=[CH:12][CH:13]=2)(=[O:18])=[O:17])[CH2:25][CH2:24][O:23][CH2:22][CH2:21]1 |f:2.3.4|. Procedure: 5-(5-Ethyl-2-methyl-6-oxo-1,6-dihydropyridin-3-yl)thiophene-2-sulfonyl chloride is reacted with 2-(morpholin-4-yl)-2-(pyridin-3-yl)ethylamine as described in Steps 5 and 6, Example 24 to give the title compound as a white solid (55% yield). LC/MS: RT 2.06 min; m/e 489; 1H NMR (δ, ppm): 11.85 (1H, br), 8.98 (1H, s), 8.86 (1H, d), 8.54 (1H, d), 7.90 (2H, t), 7.58 (1H, t), 7.34 (1H, s), 7.1.7 (1H, d), 4.65 (1H, br), 3.6-4.10 (8H, br), 2.8-3.1 (2H, br), 2.40 (2H, q), 2.33 (3H, s), 1.10 (3H, t). Reactants: CC=CC(=O)OCC, NCc1ccccc1. The product is CCOC(=O)CC(C)NCc1ccccc1. RXN SMILES: [C:1]([CH:2]=[CH:3][CH3:4])(=[O:5])[O:6][CH2:7][CH3:8].[CH2:9]([c:10]1[cH:11][cH:12][cH:13][cH:14][cH:15]1)[NH2:16]>>[C:1]([CH2:2][CH:3]([CH3:4])[NH:16][CH2:9][c:10]1[cH:11][cH:12][cH:13][cH:14][cH:15]1)(=[O:5])[O:6][CH2:7][CH3:8]. The reactants are O=C(Cl)c1ccccc1, ClCCl, CC(C)(N)CO. Product: CC(C)(CO)NC(=O)c1ccccc1. RXN SMILES: [C:7]([c:8]1[cH:9][cH:10][cH:11][cH:12][cH:13]1)(=[O:14])[Cl:15].[Cl:16][CH2:17][Cl:18].[NH2:1][C:2]([CH2:3][OH:4])([CH3:5])[CH3:6]>>[NH:1]([C:2]([CH2:3][OH:4])([CH3:5])[CH3:6])[C:7]([c:8]1[cH:9][cH:10][cH:11][cH:12][cH:13]1)=[O:14].